This data is from the Open Reaction Database (ORD), a public repository of structured organic reaction records. The task is: describe an organic reaction: reactants, conditions, products, and yield Procedure details: The product of Procedure 91 was condensed with ethyl oximinocyanoacetate according to the method described in Procedure 1. The crude product, 1.6 g., from 2.9 g. of the product of Procedure 91, was a blue solid, m.p. 273°-275° d, recrystallized from dimethylformamide, m.p. 290°-291° d. Starting materials: Cl.ClC1=CC=C(C=C1)CN1C(=NCC1)N (1-[(4-Chlorophenyl)Methyl]-4,5-Dihydro-1H-Imidazol-2-Amine Hydrochloride), Cl.ClC1=CC=C(C=C1)CN1C(=NCC1)N (1-[(4-Chlorophenyl)Methyl]-4,5-Dihydro-1H-Imidazol-2-Amine Hydrochloride), N(O)=C(C(=O)OCC)C#N (ethyl oximinocyanoacetate), crude product. Yields the product NC=1N=C2N(C(C1N=O)=O)CCN2CC2=CC=C(C=C2)Cl (7-Amino-1-[(4-Chlorophenyl)Methyl]-2,3-Dihydro-6-Nitrosoimidazo-[1,2-a]Pyrimidin-5-(1H)-One). RXN SMILES: Cl.[Cl:2][C:3]1[CH:8]=[CH:7][C:6]([CH2:9][N:10]2[CH2:14][CH2:13][N:12]=[C:11]2[NH2:15])=[CH:5][CH:4]=1.[N:16](=[C:18]([C:24]#[N:25])[C:19](OCC)=[O:20])[OH:17]>>[NH2:25][C:24]1[N:15]=[C:11]2[N:10]([CH2:9][C:6]3[CH:5]=[CH:4][C:3]([Cl:2])=[CH:8][CH:7]=3)[CH2:14][CH2:13][N:12]2[C:19](=[O:20])[C:18]=1[N:16]=[O:17] |f:0.1|. The product is CC(C)(C)c1cc(NC(=O)C(C)(CCO)S(=O)(=O)c2ccc(Cl)cc2)on1. Starting materials: CC(C)(C)c1cc(N)on1, ClCCl, C[Al](C)C, Cc1ccccc1, CC1(S(=O)(=O)c2ccc(Cl)cc2)CCOC1=O. RXN SMILES: [C:1]([CH3:2])([CH3:3])([CH3:4])[c:5]1[n:6][o:7][c:8]([NH2:10])[cH:9]1.[CH2:32]([Cl:33])[Cl:34].[CH3:11][Al:12]([CH3:13])[CH3:14].[CH3:35][c:36]1[cH:37][cH:38][cH:39][cH:40][cH:41]1.[Cl:15][c:16]1[cH:17][cH:18][c:19]([S:22](=[O:23])(=[O:24])[C:25]2([CH3:31])[C:26](=[O:30])[O:27][CH2:28][CH2:29]2)[cH:20][cH:21]1>>[C:1]([CH3:2])([CH3:3])([CH3:4])[c:5]1[n:6][o:7][c:8]([NH:10][C:26]([C:25]([S:22]([c:19]2[cH:18][cH:17][c:16]([Cl:15])[cH:21][cH:20]2)(=[O:23])=[O:24])([CH2:29][CH2:28][OH:27])[CH3:31])=[O:30])[cH:9]1. The reactants are CC(C(=O)O)(C)S(=O)(=O)C1CCOCC1 (2-Methyl-2-(tetrahydro-pyran-4-sulfonyl)-propionic acid), CC(C(=O)O)(C)S(=O)(=O)C1CCOCC1 (2-Methyl-2-(tetrahydro-pyran-4-sulfonyl)-propionic acid), O=S(Cl)Cl (SOCl2), acid chloride, NC1=CC(=NO1)C(C#N)(C)C (2-(5-amino-isoxazol-3-yl)-2-methyl-propionitrile), NC1=CC(=NO1)C(C#N)(C)C (2-(5-amino-isoxazol-3-yl)-2-methyl-propionitrile), CCN(C(C)C)C(C)C (DIPEA). Solvent: C1(=CC=CC=C1)C (toluene), N1=CC=CC=C1 (pyridine), C1(=CC=CC=C1)C (toluene), C1(=CC=CC=C1)C (toluene), O (water). Reaction conditions: temperature 70 celsius, time 2 hour. Yields the product C(#N)C(C1=NOC(=C1)NC(C(C)S(=O)(=O)C1CCOCC1)=O)(C)C (N-[3-(Cyano-dimethyl-methyl)-isoxazol-5-yl]-2-(tetrahydro-pyran-4-sulfonyl)-propionamide). The yield is 73.1%. As a reaction SMILES: C[C:2]([S:7]([CH:10]1[CH2:15][CH2:14][O:13][CH2:12][CH2:11]1)(=[O:9])=[O:8])([CH3:6])[C:3]([OH:5])=O.O=S(Cl)Cl.[NH2:20][C:21]1[O:25][N:24]=[C:23]([C:26]([CH3:30])([CH3:29])[C:27]#[N:28])[CH:22]=1.CCN(C(C)C)C(C)C>C1(C)C=CC=CC=1.N1C=CC=CC=1.O>[C:27]([C:26]([CH3:30])([CH3:29])[C:23]1[CH:22]=[C:21]([NH:20][C:3](=[O:5])[CH:2]([S:7]([CH:10]2[CH2:11][CH2:12][O:13][CH2:14][CH2:15]2)(=[O:8])=[O:9])[CH3:6])[O:25][N:24]=1)#[N:28]. Procedure details: To 3.43 g (14.6 mmol) 2-Methyl-2-(tetrahydro-pyran-4-sulfonyl)-propionic acid (intermediate 1) in 38 mL toluene and 17 μL pyridine at 90° C. is added 2.60 g (21.8 mmol) SOCl2 dropwise within 20 min and stirring is continued for 2 h at 90° C. The solvent is evaporated under reduced pressure and the residue is coevaporated twice with toluene (16 mL each) to afford the crude acid cloride. To 2.00 g 2-(5-Amino-isoxazol-3-yl)-2-methyl-propionitrile (13.2 mmol, intermediate 7) in 14 mL toluene is adde... Starting materials: OC1=C(C2=C(C(CCO2)=O)C=C1)CCC (2,3-dihydro-7-hydroxy-8-propyl-4H-1-benzopyran-4-one), COC(CCC1=C(C=CC=C1CCCCCCOS(=O)(=O)C)OCCCCCCCCC(=O)OC)=O (2-[(9-methoxy-9-oxononyl)oxy]-6-[6-[(methylsulfonyl)oxy]hexyl]benzenepropanoic acid methyl ester), diacid. The product is C(=O)(O)CCCCCCCCOC1=C(C(=CC=C1)CCCCCCOC1=C(C2=C(C(CCO2)=O)C=C1)CCC)CCC(=O)O (2-[(8-Carboxyoctyl)oxy]-6-[6-[(3,4-dihydro-4-oxo-8-propyl-2H-1-benzopyran-7-yl)oxy]hexyl]benzenepropanoic Acid). Reaction SMILES: [OH:1][C:2]1[CH:12]=[CH:11][C:5]2[C:6](=[O:10])[CH2:7][CH2:8][O:9][C:4]=2[C:3]=1[CH2:13][CH2:14][CH3:15].C[O:17][C:18](=[O:51])[CH2:19][CH2:20][C:21]1[C:26]([CH2:27][CH2:28][CH2:29][CH2:30][CH2:31][CH2:32]OS(C)(=O)=O)=[CH:25][CH:24]=[CH:23][C:22]=1[O:38][CH2:39][CH2:40][CH2:41][CH2:42][CH2:43][CH2:44][CH2:45][CH2:46][C:47]([O:49]C)=[O:48]>>[C:47]([CH2:46][CH2:45][CH2:44][CH2:43][CH2:42][CH2:41][CH2:40][CH2:39][O:38][C:22]1[CH:23]=[CH:24][CH:25]=[C:26]([CH2:27][CH2:28][CH2:29][CH2:30][CH2:31][CH2:32][O:1][C:2]2[CH:12]=[CH:11][C:5]3[C:6](=[O:10])[CH2:7][CH2:8][O:9][C:4]=3[C:3]=2[CH2:13][CH2:14][CH3:15])[C:21]=1[CH2:20][CH2:19][C:18]([OH:51])=[O:17])([OH:49])=[O:48]. Procedure: Using the procedure of example 184, the title compound was prepared in 47% overall yield by alkylation of 2,3-dihydro-7-hydroxy-8-propyl-4H-1-benzopyran-4-one with 2-[(9-methoxy-9-oxononyl)oxy]-6-[6-[(methylsulfonyl)oxy]hexyl]benzenepropanoic acid methyl ester from the preceding example followed by saponification. The diacid product was a colorless solid, mp 63°-65° C., recrystallized from hexane-ethyl acetate. The reactants are BrC=1C=C(C(=S)N)C=CC1 (3-Bromothiobenzamide), ClCC(CC(=O)OCC)=O (ethyl 4-chloroacetoacetate). Solvent: alcohol. Product: BrC=1C=C(C=CC1)C=1SC=C(N1)CC(=O)OCC (Ethyl 2-(3-Bromophenyl)-4-thiazolylacetate). Isolated yield 74.8%. As a reaction SMILES: [Br:1][C:2]1[CH:3]=[C:4]([CH:8]=[CH:9][CH:10]=1)[C:5]([NH2:7])=[S:6].Cl[CH2:12][C:13](=O)[CH2:14][C:15]([O:17][CH2:18][CH3:19])=[O:16]>>[Br:1][C:2]1[CH:3]=[C:4]([C:5]2[S:6][CH:12]=[C:13]([CH2:14][C:15]([O:17][CH2:18][CH3:19])=[O:16])[N:7]=2)[CH:8]=[CH:9][CH:10]=1. Procedure details: 3-Bromothiobenzamide (10.8 g) and ethyl 4-chloroacetoacetate (8.3 g) were dissolved in 50 ml of alcohol. The reaction was stirred and heated under reflux for 4 hours. When cooled, the crystalline solid was filtered yielding 12.2 g of product, mp 65°-70° C. When recrystallized from ether-petroleum ether, it melted 68°-70° C. Reactants: C=CCC(C)(C)C, ClCCl, C=CC(=O)O, [Ru]. Product: CC(C)(C)CC=CC(=O)O. RXN SMILES: [CH3:1][C:2]([CH2:3][CH:4]=[CH2:5])([CH3:6])[CH3:7].[Cl:14][CH2:15][Cl:16].[OH:8][C:9](=[O:10])[CH:11]=[CH2:12].[Ru:13]>>[CH3:1][C:2]([CH2:3][CH:4]=[CH:5][C:9](=[O:8])[OH:10])([CH3:6])[CH3:7]. The reactants are FC(C1=CC=C(C=C1)C1C(=C(NC(C1)=O)C)C(=O)OC)(F)F (Methyl 4-[4-(trifluoromethyl)phenyl]-2-methyl-6-oxo-1,4,5,6-tetrahydro-3-pyridinecarboxylate), [OH-].[Na+] (NaOH). Run in CO (MeOH), O (water). Yields the product FC(C1=CC=C(C=C1)C1C(=C(NC(C1)=O)C)C(=O)O)(F)F (4-[4-(Trifluoromethyl)phenyl]-2-methyl-6-oxo-1,4,5,6-tetrahydro-3-pyridinecarboxylic acid). Yield: 14.6%. Reaction SMILES: [F:1][C:2]([F:22])([F:21])[C:3]1[CH:8]=[CH:7][C:6]([CH:9]2[CH2:14][C:13](=[O:15])[NH:12][C:11]([CH3:16])=[C:10]2[C:17]([O:19]C)=[O:18])=[CH:5][CH:4]=1.[OH-].[Na+]>CO.O>[F:21][C:2]([F:1])([F:22])[C:3]1[CH:4]=[CH:5][C:6]([CH:9]2[CH2:14][C:13](=[O:15])[NH:12][C:11]([CH3:16])=[C:10]2[C:17]([OH:19])=[O:18])=[CH:7][CH:8]=1 |f:1.2|. Procedure: The product from Step 1 (1.00 g, 3.34 mmol, 1.00 equiv) was dissolved in MeOH (11 mL). Following addition of 2.5N NaOH (4 mL), the reaction mixture was heated to reflux for 8 hours. The reaction mixture was diluted with water and extracted with ethyl acetate. The organic phase was washed again with 1N NaOH. The aqueous phases were combined and acidified to pH˜1 with 5N HCl, and extracted twice with ethyl acetate. The combined organic extracts were washed with satd. NaCl, dried over Na2SO4, and f...